From a dataset of the Open Reaction Database (ORD), a public repository of structured organic reaction records. describe an organic reaction: reactants, conditions, products, and yield Starting materials: N1C=C(C2=CC=CC=C12)\C=C\1/OC2=C(C1=O)C=CC(=C2)O ((Z)-2-[(1H-indol-3-yl)methylene]-6-hydroxybenzofuran-3(2H)-one), O=C1NCCNC1 (2-oxopiperazine), C=O (formaldehyde). Run at temperature 80 celsius, time 8 hour. RXN SMILES: [NH:1]1[C:9]2[C:4](=[CH:5][CH:6]=[CH:7][CH:8]=2)[C:3](/[CH:10]=[C:11]2\[O:12][C:13]3[CH:20]=[C:19]([OH:21])[CH:18]=[CH:17][C:14]=3[C:15]\2=[O:16])=[CH:2]1.[O:22]=[C:23]1[CH2:28][NH:27][CH2:26][CH2:25][NH:24]1.[CH2:29]=O>C(O)C>[NH:1]1[C:9]2[C:4](=[CH:5][CH:6]=[CH:7][CH:8]=2)[C:3](/[CH:10]=[C:11]2\[O:12][C:13]3[C:20]([CH2:29][N:27]4[CH2:26][CH2:25][NH:24][C:23](=[O:22])[CH2:28]4)=[C:19]([OH:21])[CH:18]=[CH:17][C:14]=3[C:15]\2=[O:16])=[CH:2]1. The yield is 28.0%. The solvent is C(C)O (ethanol). The product is N1C=C(C2=CC=CC=C12)\C=C\1/OC2=C(C1=O)C=CC(=C2CN2CC(NCC2)=O)O ((Z)-4({2-[(1H-indol-3-yl)methylene]-6-hydroxy-3-oxo-2,3-dihydrobenzofuran-7-yl}methyl)piperazin-2-one). Procedure details: A solution of (Z)-2-[(1H-indol-3-yl)methylene]-6-hydroxybenzofuran-3(2H)-one (0.030 g, 0.11 mmol) obtained in Example A1, Step 1 in ethanol (3.0 mL) was added with 2-oxopiperazine (0.013 g, 0.13 mmol), and 37% aqueous formaldehyde (0.011 g, 0.13 mmol), and the mixture was stirred overnight at 80° C. in a sealed tube. The solvent was evaporated under reduced pressure, and then the residue was subjected to silica gel column chromatography (aminopropyl silica was used, eluted with chloroform/methan... The reactants are CCCNCCC, CN(C)C=O, CN1Cc2c(-c3noc(CCl)n3)ncn2-c2cccc(C(F)(F)F)c2C1=O. The product is CCCN(CCC)Cc1nc(-c2ncn3c2CN(C)C(=O)c2c-3cccc2C(F)(F)F)no1. RXN SMILES: [CH2:28]([CH2:29][CH3:30])[NH:31][CH2:32][CH2:33][CH3:34].[CH3:35][N:36]([CH3:37])[CH:38]=[O:39].[Cl:1][CH2:2][c:3]1[n:4][c:5](-[c:8]2[n:9][cH:10][n:11]3[c:12]2[CH2:13][N:14]([CH3:27])[C:15](=[O:26])[c:16]2[c:17]-3[cH:18][cH:19][cH:20][c:21]2[C:22]([F:23])([F:24])[F:25])[n:6][o:7]1>>[CH2:2]([c:3]1[n:4][c:5](-[c:8]2[n:9][cH:10][n:11]3[c:12]2[CH2:13][N:14]([CH3:27])[C:15](=[O:26])[c:16]2[c:17]-3[cH:18][cH:19][cH:20][c:21]2[C:22]([F:23])([F:24])[F:25])[n:6][o:7]1)[N:31]([CH2:28][CH2:29][CH3:30])[CH2:32][CH2:33][CH3:34].